From a dataset of the Open Reaction Database (ORD), a public repository of structured organic reaction records. describe an organic reaction: reactants, conditions, products, and yield The reactants are CC(C)(C)[Si](C)(C)n1cc(I)c2cccnc21, CC(C)[Mg+], [Cl-], COc1cc(C=O)ccc1OC(C)c1ccc(Cl)cc1, C1CCOC1. Product: COc1cc(C(O)c2cn([Si](C)(C)C(C)(C)C)c3ncccc23)ccc1OC(C)c1ccc(Cl)cc1. As a reaction SMILES: [C:1]([CH3:2])([CH3:3])([CH3:4])[Si:5]([n:6]1[cH:7][c:8]([I:15])[c:9]2[c:10]1[n:11][cH:12][cH:13][cH:14]2)([CH3:16])[CH3:17].[CH:19]([Mg+:20])([CH3:21])[CH3:22].[Cl-:18].[Cl:23][c:24]1[cH:25][cH:26][c:27]([CH:30]([CH3:31])[O:32][c:33]2[c:34]([O:41][CH3:42])[cH:35][c:36]([CH:37]=[O:38])[cH:39][cH:40]2)[cH:28][cH:29]1.[O:43]1[CH2:44][CH2:45][CH2:46][CH2:47]1>>[C:1]([CH3:2])([CH3:3])([CH3:4])[Si:5]([n:6]1[cH:7][c:8]([CH:37]([c:36]2[cH:35][c:34]([O:41][CH3:42])[c:33]([O:32][CH:30]([c:27]3[cH:26][cH:25][c:24]([Cl:23])[cH:29][cH:28]3)[CH3:31])[cH:40][cH:39]2)[OH:38])[c:9]2[c:10]1[n:11][cH:12][cH:13][cH:14]2)([CH3:16])[CH3:17]. Run in ClCCl (dichloromethane). RXN SMILES: [NH2:1][S:2]([C:5]1[CH:6]=[C:7]2[C:11](=[CH:12][CH:13]=1)[NH:10][C:9](=[O:14])[CH2:8]2)(=[O:4])=[O:3].[CH2:15]([NH:17][C:18]([C:20]([C:22]1[NH:23][CH:24]=[CH:25][CH:26]=1)=O)=[O:19])[CH3:16].N1CCCCC1>ClCCl>[NH2:1][S:2]([C:5]1[CH:6]=[C:7]2[C:11](=[CH:12][CH:13]=1)[NH:10][C:9](=[O:14])[C:8]2=[C:20]([C:22]1[NH:23][CH:24]=[CH:25][CH:26]=1)[C:18]([NH:17][CH2:15][CH3:16])=[O:19])(=[O:4])=[O:3]. Reactants: NS(=O)(=O)C=1C=C2CC(NC2=CC1)=O (5-aminosulfonylindolin-2-one), C(C)NC(=O)C(=O)C=1NC=CC1 (2-(ethylamino)carbonylcarbonylpyrrole), N1CCCCC1 (piperidine). Procedure: Alternatively, a mixture of 5-aminosulfonylindolin-2-one (0.22 g, 1.0 mmol), 2-(ethylamino)carbonylcarbonylpyrrole (0.33 g, 2.0 mmol) and piperidine (0.2 mL, 2.0 mmol) was irradiated in a microwave at 160° C. for 5 minutes. The reaction mixture was dissolved in dichloromethane (25 mL). The resulting mixture was washed with 0.2 N HCl (25 mL) and saturated sodium bicarbonate (25 mL), dried (magnesium sulfate) and concentrated. Chromatography on SiO2 (10 g) using hexane/ethyl acetate afforded 5-ami... Product: NS(=O)(=O)C=1C=C2C(C(NC2=CC1)=O)=C(C(=O)NCC)C=1NC=CC1 (5-aminosulfonyl-3-[(pyrrol-2-yl)(ethylaminocarbonyl)methylene]indolin-2-one).